This data is from the Open Reaction Database (ORD), a public repository of structured organic reaction records. The task is: describe an organic reaction: reactants, conditions, products, and yield Reactants: OO (hydrogen peroxide), CC1=C(C=C(C=C1)C)C(CCCCCCC)SC1=[N+](C=CC=C1)[O-] (2-[1-(2,5-dimethylphenyl) octylthio]pyridine N-oxide), C(C)#N (acetonitrile), [OH-].[Na+] (NaOH). Run in CO (methanol). The product is CC1=C(C=C(C=C1)C)C(CCCCCCC)S(=O)(=O)C1=[N+](C=CC=C1)[O-] (2-[1-(2,5-Dimethylphenyl)octyl sulfonyl]pyridine N-oxide). As a reaction SMILES: [CH3:1][C:2]1[CH:7]=[CH:6][C:5]([CH3:8])=[CH:4][C:3]=1[CH:9]([S:17][C:18]1[CH:23]=[CH:22][CH:21]=[CH:20][N+:19]=1[O-:24])[CH2:10][CH2:11][CH2:12][CH2:13][CH2:14][CH2:15][CH3:16].C(#N)C.[OH-:28].[Na+].[OH:30]O>CO>[CH3:1][C:2]1[CH:7]=[CH:6][C:5]([CH3:8])=[CH:4][C:3]=1[CH:9]([S:17]([C:18]1[CH:23]=[CH:22][CH:21]=[CH:20][N+:19]=1[O-:24])(=[O:30])=[O:28])[CH2:10][CH2:11][CH2:12][CH2:13][CH2:14][CH2:15][CH3:16] |f:2.3|. Procedure: To a solution of 34.3 gm (0.1 mol) 2-[1-(2,5-dimethylphenyl) octylthio]pyridine N-oxide and 10.7 gm (0.26 mol) acetonitrile in 400 ml of methanol was added sufficient NaOH solution (6 N to minimize water) to adjust the pH in the operating range of 9.0 to 9.5 (true), approximately 11–12 (meter). 17 gm (0.26 mol) of 50% hydrogen peroxide was added in increments. The reactants are C(C)OC1=C(C=CC=C1)C(CCC=1N=C(OC1)C1=CC(=C(C=C1)OC)O)=O (1-(2-ethoxyphenyl)-3-[2-(3-hydroxy-4-methoxyphenyl)oxazol-4-yl]propan-1-one), N12CCCCCC2=NCCC1 (1,8-diazabicyclo[5,4,0]undec-7-ene), C(C=C)Br (allyl bromide). Solvent: C(C)O (ethanol). Conditions: time 3 hour. Product: C(C=C)OC=1C=C(C=CC1OC)C=1OC=C(N1)CCC(=O)C1=C(C=CC=C1)OCC (3-[2-(3-allyloxy-4-methoxyphenyl)oxazol-4-yl]-1-(2-ethoxyphenyl)propan-1-one). As a reaction SMILES: [CH2:1]([O:3][C:4]1[CH:9]=[CH:8][CH:7]=[CH:6][C:5]=1[C:10](=[O:27])[CH2:11][CH2:12][C:13]1[N:14]=[C:15]([C:18]2[CH:23]=[CH:22][C:21]([O:24][CH3:25])=[C:20]([OH:26])[CH:19]=2)[O:16][CH:17]=1)[CH3:2].N12CCCN=C1CC[CH2:31][CH2:30][CH2:29]2.C(Br)C=C>C(O)C>[CH2:31]([O:26][C:20]1[CH:19]=[C:18]([C:15]2[O:16][CH:17]=[C:13]([CH2:12][CH2:11][C:10]([C:5]3[CH:6]=[CH:7][CH:8]=[CH:9][C:4]=3[O:3][CH2:1][CH3:2])=[O:27])[N:14]=2)[CH:23]=[CH:22][C:21]=1[O:24][CH3:25])[CH:30]=[CH2:29]. Procedure: A 0.3 g quantity of 1-(2-ethoxyphenyl)-3-[2-(3-hydroxy-4-methoxyphenyl)oxazol-4-yl]propan-1-one obtained in Example 101 was suspended in 10 ml of ethanol, 0.37 g of 1,8-diazabicyclo[5,4,0]undec-7-ene and 0.14 ml of allyl bromide were added thereto, and stirring was conducted for 3 hours while heating and refluxing. After distilling off ethanol under reduced pressure, water was added, ethyl acetate extraction was performed, followed by drying over anhydrous magnesium sulfate and distilling the so...